Dataset: the Open Reaction Database (ORD), a public repository of structured organic reaction records. Task: describe an organic reaction: reactants, conditions, products, and yield Starting materials: O=C(Cl)c1ccc(Br)cc1, CCOCC, CN1CCOCC1, Nc1cc(C2CC2)n[nH]1, CCl. The product is O=C(Nc1cc(C2CC2)n[nH]1)c1ccc(Br)cc1. RXN SMILES: [Br:8][c:9]1[cH:10][cH:11][c:12]([C:13](=[O:14])[Cl:15])[cH:16][cH:17]1.[CH2:27]([O:28][CH2:29][CH3:30])[CH3:31].[CH3:1][N:2]1[CH2:3][CH2:4][O:5][CH2:6][CH2:7]1.[CH:18]1([c:21]2[n:22][nH:23][c:24]([NH2:26])[cH:25]2)[CH2:19][CH2:20]1.[Cl:32][CH3:33]>>[Br:8][c:9]1[cH:10][cH:11][c:12]([C:13](=[O:14])[NH:26][c:24]2[nH:23][n:22][c:21]([CH:18]3[CH2:19][CH2:20]3)[cH:25]2)[cH:16][cH:17]1. Reactants: C(C)(C)(C)C1=CC=C(C=C1)S(=O)(=O)NC1=C(C=C(C=C1)Cl)N1N=NC=2NCCCC21 (4-tert-butyl-N-[4-chloro-2-(4,5,6,7-tetrahydro-[1,2,3]triazolo[4,5-b]pyridin-1-yl)-phenyl]-benzenesulfonamide), CS(=O)(=O)Cl (MeSO2Cl). Solvent: N1=CC=CC=C1 (pyridine). Run at time 1 hour. Product: C(C)(C)(C)C1=CC=C(C=C1)S(=O)(=O)NC1=C(C=C(C=C1)Cl)N1N=NC=2N(CCCC21)S(=O)(=O)C (4-tert-butyl-N-[4-chloro-2-(4-methanesulfonyl-4,5,6,7-tetrahydro-[1,2,3]triazolo[4,5-b]pyridin-1-yl)-phenyl]-benzenesulfonamide). RXN SMILES: [C:1]([C:5]1[CH:10]=[CH:9][C:8]([S:11]([NH:14][C:15]2[CH:20]=[CH:19][C:18]([Cl:21])=[CH:17][C:16]=2[N:22]2[C:30]3[CH2:29][CH2:28][CH2:27][NH:26][C:25]=3[N:24]=[N:23]2)(=[O:13])=[O:12])=[CH:7][CH:6]=1)([CH3:4])([CH3:3])[CH3:2].[CH3:31][S:32](Cl)(=[O:34])=[O:33]>N1C=CC=CC=1>[C:1]([C:5]1[CH:10]=[CH:9][C:8]([S:11]([NH:14][C:15]2[CH:20]=[CH:19][C:18]([Cl:21])=[CH:17][C:16]=2[N:22]2[C:30]3[CH2:29][CH2:28][CH2:27][N:26]([S:32]([CH3:31])(=[O:34])=[O:33])[C:25]=3[N:24]=[N:23]2)(=[O:12])=[O:13])=[CH:7][CH:6]=1)([CH3:4])([CH3:2])[CH3:3]. Reported procedure: A 4 mL scintillation vial was charged with 4-tert-butyl-N-[4-chloro-2-(4,5,6,7-tetrahydro-[1,2,3]triazolo[4,5-b]pyridin-1-yl)-phenyl]-benzenesulfonamide (synthesized according to general procedure M, 13 mg, 0.029 mmol), MeSO2Cl (5 mg, 0.04 mmol), and pyridine (500 μL). The reaction was stirred for 1 hour. The solvent was subsequently removed in vacuo and the residue purified by preparative TLC to afford 4-tert-butyl-N-[4-chloro-2-(4-methanesulfonyl-4,5,6,7-tetrahydro-[1,2,3]triazolo[4,5-b]pyridi... The reactants are C1OC23[C@]4(C)[C@@H](CC2(OCCO3)OC1)[C@@H]1CC([C@]3(CCCC[C@]3(C)[C@H]1CC4)O)=C (17,17-bis(ethylendioxy)-5α-hydroxy-6-methyleneandrostane), C=C1C[C@H]2[C@@H]3CCC([C@@]3(C)CC[C@@H]2[C@]2(CCC(CC12)=O)C)=O (6-methyleneandrostane-3,17-dione). The product is O[C@]12C(C[C@H]3[C@@H]4CCC([C@@]4(C)CC[C@@H]3[C@]2(CCC(C1)=O)C)=O)=C (5α-Hydroxy-6-methyleneandrostane-3,17-dione). Yield: 85.0%. RXN SMILES: C1COC23OCCOC2([C@]2(CC[C@H]4[C@@H](CC(=C)[C@]5(O)[C@]4(C)CCCC5)[C@@H]2C3)C)[O:2]1.[CH2:30]=[C:31]1[CH:48]2[C@:43]([CH3:50])([CH2:44][CH2:45][C:46](=[O:49])[CH2:47]2)[C@@H:42]2[C@H:33]([C@H:34]3[C@@:38]([CH2:40][CH2:41]2)([CH3:39])[C:37](=[O:51])[CH2:36][CH2:35]3)[CH2:32]1>>[OH:2][C@:48]12[CH2:47][C:46](=[O:49])[CH2:45][CH2:44][C@:43]1([CH3:50])[C@@H:42]1[C@H:33]([C@H:34]3[C@@:38]([CH2:40][CH2:41]1)([CH3:39])[C:37](=[O:51])[CH2:36][CH2:35]3)[CH2:32][C:31]2=[CH2:30]. Reported procedure: The title compound II-ap was prepared in 85% yield from 3,3:17,17-bis(ethylendioxy)-5α-hydroxy-6-methyleneandrostane by the procedure described above for the preparation of 6-methyleneandrostane-3,17-dione (II-ac, Prepn. 13). The combined organic extracts were washed with H2O, dried over Na2SO4 and evaporated to dryness. The residue was purified by flash chromatography (SiO2, n-hexane/AcOEt 60/40). 1H-NMR (300 MHz, DMSO-d6, ppm from TMS): δ 4.91 (1H, s), 4.81 (1H, bs), 4.58 (1H, bs), 2.82 (1H, d...